This data is from the Open Reaction Database (ORD), a public repository of structured organic reaction records. The task is: describe an organic reaction: reactants, conditions, products, and yield Reactants: FC(F)(F)c1nnc2ccc(N3CCNCC3)nn12, O=Cc1nc2ccccc2[nH]1. The product is FC(F)(F)c1nnc2ccc(N3CCN(Cc4nc5ccccc5[nH]4)CC3)nn12. RXN SMILES: [N:1]1([c:7]2[cH:8][cH:9][c:10]3[n:11]([n:12]2)[c:13]([C:16]([F:17])([F:18])[F:19])[n:14][n:15]3)[CH2:2][CH2:3][NH:4][CH2:5][CH2:6]1.[nH:20]1[c:21]([CH:29]=[O:30])[n:22][c:23]2[c:24]1[cH:25][cH:26][cH:27][cH:28]2>>[N:1]1([c:7]2[cH:8][cH:9][c:10]3[n:11]([n:12]2)[c:13]([C:16]([F:17])([F:18])[F:19])[n:14][n:15]3)[CH2:2][CH2:3][N:4]([CH2:29][c:21]2[nH:20][c:24]3[c:23]([n:22]2)[cH:28][cH:27][cH:26][cH:25]3)[CH2:5][CH2:6]1. The reactants are C(C)(C)(C)OC(=O)N1CC2=CC(=CC=C2C(C1)(C)C)NC(=O)C=1C(=NC=CC1)F (7-[(2-fluoro-pyridine-3-carbonyl)-amino]-4,4-dimethyl-3,4-dihydro-1H-isoquinoline-2-carboxylic acid tert-butyl ester), Cl.Cl.N1CCC=2C1=NC(=CC2)CN (C-(2,3-dihydro-1H-pyrrolo[2,3-b]pyridin-6-yl)-methylamine dihydrochloride). The product is N1CCC=2C1=NC(=CC2)CNC2=C(C(=O)NC1=CC=C3C(CNCC3=C1)(C)C)C=CC=N2 (2-[(2,3-Dihydro-1H-pyrrolo[2,3-b]pyridin-6-ylmethyl)amino]-N-(4,4-dimethyl-1,2,3,4-tetrahydroisoquinolin-7-yl)nicotinamide). RXN SMILES: C(OC([N:8]1[CH2:17][C:16]([CH3:19])([CH3:18])[C:15]2[C:10](=[CH:11][C:12]([NH:20][C:21]([C:23]3[C:24](F)=[N:25][CH:26]=[CH:27][CH:28]=3)=[O:22])=[CH:13][CH:14]=2)[CH2:9]1)=O)(C)(C)C.Cl.Cl.[NH:32]1[C:36]2=[N:37][C:38]([CH2:41][NH2:42])=[CH:39][CH:40]=[C:35]2[CH2:34][CH2:33]1>>[NH:32]1[C:36]2=[N:37][C:38]([CH2:41][NH:42][C:24]3[N:25]=[CH:26][CH:27]=[CH:28][C:23]=3[C:21]([NH:20][C:12]3[CH:11]=[C:10]4[C:15]([C:16]([CH3:19])([CH3:18])[CH2:17][NH:8][CH2:9]4)=[CH:14][CH:13]=3)=[O:22])=[CH:39][CH:40]=[C:35]2[CH2:34][CH2:33]1 |f:1.2.3|. Procedure: The titled compound was prepared from 7-[(2-fluoro-pyridine-3-carbonyl)-amino]-4,4-dimethyl-3,4-dihydro-1H-isoquinoline-2-carboxylic acid tert-butyl ester and C-(2,3-dihydro-1H-pyrrolo[2,3-b]pyridin-6-yl)-methylamine dihydrochloride by the method described in Example 1. MS (ES+): 429 (M+H). Calc'd. for C25H28N6O—428.54. Starting materials: [Br-], CCCC[P+](CCCC)(CCCC)CCCC, C1CCCCC1, O=C1Cc2cc(CCCl)c(Cl)cc2N1, [I-], c1ccc2c(N3CCNCC3)nsc2c1, [Na+], [Na+], [Na+], O=C([O-])[O-], O. Yields the product O=C1Cc2cc(CCN3CCN(c4nsc5ccccc45)CC3)c(Cl)cc2N1. As a reaction SMILES: [Br-:38].[CH2:39]([P+:40]([CH2:41][CH2:42][CH2:43][CH3:44])([CH2:45][CH2:46][CH2:47][CH3:48])[CH2:49][CH2:50][CH2:51][CH3:52])[CH2:53][CH2:54][CH3:55].[CH2:57]1[CH2:58][CH2:59][CH2:60][CH2:61][CH2:62]1.[Cl:1][CH2:2][CH2:3][c:4]1[cH:5][c:6]2[c:10]([cH:11][c:12]1[Cl:13])[NH:9][C:8](=[O:14])[CH2:7]2.[I-:37].[N:15]1([c:21]2[n:22][s:23][c:24]3[c:25]2[cH:26][cH:27][cH:28][cH:29]3)[CH2:16][CH2:17][NH:18][CH2:19][CH2:20]1.[Na+:30].[Na+:31].[Na+:36].[O-:32][C:33](=[O:34])[O-:35].[OH2:56]>>[CH2:2]([CH2:3][c:4]1[cH:5][c:6]2[c:10]([cH:11][c:12]1[Cl:13])[NH:9][C:8](=[O:14])[CH2:7]2)[N:18]1[CH2:17][CH2:16][N:15]([c:21]2[n:22][s:23][c:24]3[c:25]2[cH:26][cH:27][cH:28][cH:29]3)[CH2:20][CH2:19]1. Reactants: ClC1=C(C=C(C=C1)N)OC (2-chloro-5-amino anisole), Br (hydrobromic acid). Run in C(C)(=O)O (acetic acid). The product is ClC1=C(C=C(C=C1)N)O (2-chloro-5-aminophenol). As a reaction SMILES: [Cl:1][C:2]1[CH:7]=[CH:6][C:5]([NH2:8])=[CH:4][C:3]=1[O:9]C.Br>C(O)(=O)C>[Cl:1][C:2]1[CH:7]=[CH:6][C:5]([NH2:8])=[CH:4][C:3]=1[OH:9]. Procedure: 4.35 Moles (688 grams) of 2-chloro-5-amino anisole are introduced into 3.44 liters of hydrobromic acid (d = 1.49) to which has been added 1.38 liters of acetic acid. The reactants are N[C@@H](C(=O)N(C)CCC1=C(C=CC=C1)OCCO)CC1=CC2=CC=CC=C2C=C1 ((2R)-2-amino-N-{2-[2-(2-hydroxyethoxy)phenyl]ethyl}-N-methyl-3-(2naphthyl)propionamide), C(C)(C)(C)OC(=O)NCC=1C=C(C(=O)O)C=CC1 (3-(tert-Butoxycarbonylaminomethyl)benzoic acid), C1=CC2=C(N=C1)N(N=N2)O (7-aza-1-hydroxybenzotriazole), N-(3-Dimethylaminopropyl)-N′-ethylcarbodilmide hydrochloride, C(C)(=O)OCC (ethyl acetate). Solvent: ClCCl (dichloromethane), CN(C=O)C (N,N-dimethylformamide). Reaction conditions: temperature 0 celsius, time 15 minute. Product: C(C)(C)(C)OC(NCC1=CC(=CC=C1)C(N[C@H](CC1=CC2=CC=CC=C2C=C1)C(N(C)CCC1=C(C=CC=C1)OCCO)=O)=O)=O (((3-((1R)-1-(N-(2-(2-(2-hydroxyethoxy)phenyl)ethyl)-N-methylcarbamoyl)-2-(2-naphthyl)ethylcarbamoyl)phenyl)methyl)carbamic acid tert-butyl ester). Isolated yield 74.9%. RXN SMILES: [C:1]([O:5][C:6]([NH:8][CH2:9][C:10]1[CH:11]=[C:12]([CH:16]=[CH:17][CH:18]=1)[C:13]([OH:15])=O)=[O:7])([CH3:4])([CH3:3])[CH3:2].C1C=NC2N(O)N=NC=2C=1.[NH2:29][C@H:30]([CH2:47][C:48]1[CH:57]=[CH:56][C:55]2[C:50](=[CH:51][CH:52]=[CH:53][CH:54]=2)[CH:49]=1)[C:31]([N:33]([CH2:35][CH2:36][C:37]1[CH:42]=[CH:41][CH:40]=[CH:39][C:38]=1[O:43][CH2:44][CH2:45][OH:46])[CH3:34])=[O:32].C(OCC)(=O)C>CN(C)C=O.ClCCl>[C:1]([O:5][C:6](=[O:7])[NH:8][CH2:9][C:10]1[CH:18]=[CH:17][CH:16]=[C:12]([C:13](=[O:15])[NH:29][C@@H:30]([C:31](=[O:32])[N:33]([CH2:35][CH2:36][C:37]2[CH:42]=[CH:41][CH:40]=[CH:39][C:38]=2[O:43][CH2:44][CH2:45][OH:46])[CH3:34])[CH2:47][C:48]2[CH:57]=[CH:56][C:55]3[C:50](=[CH:51][CH:52]=[CH:53][CH:54]=3)[CH:49]=2)[CH:11]=1)([CH3:2])([CH3:3])[CH3:4]. Reported procedure: 3-(tert-Butoxycarbonylaminomethyl)benzoic acid (113 mg, 0.45 mmol) and 7-aza-1-hydroxybenzotriazole (61 mg, 0.45 mmol) were dissolved in N,N-dimethylformamide (1 ml) and dichloromethane (1 ml). The solution was cooled to 0° C. N-(3-Dimethylaminopropyl)-N′-ethylcarbodilmide hydrochloride (86 mg, 0.45 mmol) was added. The reaction mixture was stirred for 15 min at 0° C. A solution of (2R)-2-amino-N-{2-[2-(2-hydroxyethoxy)phenyl]ethyl}-N-methyl-3-(2naphthyl)propionamide (175 mg, 0.45 mmol) and ethy...